Dataset: the Open Reaction Database (ORD), a public repository of structured organic reaction records. Task: describe an organic reaction: reactants, conditions, products, and yield The reactants are CC(C)CSc1cccc(C(=O)O)n1, CC(C)CC(N)C(N)=O. The product is CC(C)CSc1cccc(C(=O)NC(CC(C)C)C(N)=O)n1. As a reaction SMILES: [CH2:1]([CH:2]([CH3:3])[CH3:4])[S:5][c:6]1[cH:7][cH:8][cH:9][c:10]([C:12](=[O:13])[OH:14])[n:11]1.[NH2:15][CH:16]([C:17](=[O:18])[NH2:19])[CH2:20][CH:21]([CH3:22])[CH3:23]>>[CH2:1]([CH:2]([CH3:3])[CH3:4])[S:5][c:6]1[cH:7][cH:8][cH:9][c:10]([C:12](=[O:14])[NH:15][CH:16]([C:17](=[O:18])[NH2:19])[CH2:20][CH:21]([CH3:22])[CH3:23])[n:11]1. Reactants: C1CCOC1, CO, CNC(=O)c1c(-c2ccc(F)cc2)oc2ccc(-c3cc(C(=O)OC)ccc3C)cc12, [Na+], [OH-]. Product: CNC(=O)c1c(-c2ccc(F)cc2)oc2ccc(-c3cc(C(=O)O)ccc3C)cc12. RXN SMILES: [CH2:36]1[O:37][CH2:38][CH2:39][CH2:40]1.[CH3:34][OH:35].[F:1][c:2]1[cH:3][cH:4][c:5](-[c:8]2[o:9][c:10]3[c:11]([c:12]2[C:13]([NH:14][CH3:15])=[O:16])[cH:17][c:18](-[c:21]2[cH:22][c:23]([C:24](=[O:25])[O:26][CH3:27])[cH:28][cH:29][c:30]2[CH3:31])[cH:19][cH:20]3)[cH:6][cH:7]1.[Na+:33].[OH-:32]>>[F:1][c:2]1[cH:3][cH:4][c:5](-[c:8]2[o:9][c:10]3[c:11]([c:12]2[C:13]([NH:14][CH3:15])=[O:16])[cH:17][c:18](-[c:21]2[cH:22][c:23]([C:24](=[O:25])[OH:26])[cH:28][cH:29][c:30]2[CH3:31])[cH:19][cH:20]3)[cH:6][cH:7]1.